This data is from the Open Reaction Database (ORD), a public repository of structured organic reaction records. The task is: describe an organic reaction: reactants, conditions, products, and yield The reactants are CC(CC)N ((RS)-1-methylpropylamine), C1(=CC=CC=C1)[C@@H](C)N ((R)-1-phenylethylamine), C(CCCCCCC\C=C/CCCCCCCC)(=O)O (oleic acid), C(C(CO)(CO)N)O.Cl (Tris hydrochloric acid), FC(C=1C=C(C=CC1)CC(C)=O)(F)F (1-(3-trifluoromethylphenyl)-2-propanone). Yields the product FC(C=1C=C(C=CC1)C[C@@H](C)N)(F)F ((R)-1-(3-trifluoromethylphenyl)-2-aminopropane). Isolated yield 65.0%. As a reaction SMILES: [CH3:1][CH:2]([NH2:5])[CH2:3][CH3:4].C(O)C(N)(CO)CO.Cl.[F:15][C:16]([F:28])([F:27])[C:17]1[CH:18]=C(CC(=O)C)[CH:20]=[CH:21][CH:22]=1.C1([C@H](N)C)C=CC=CC=1.C(O)(=O)CCCCCCC/C=C\CCCCCCCC>>[F:15][C:16]([F:28])([F:27])[C:17]1[CH:18]=[C:4]([CH2:3][C@H:2]([NH2:5])[CH3:1])[CH:20]=[CH:21][CH:22]=1 |f:1.2|. Reported procedure: The Arthrobacter species KNK168 strain was subjected to shaking culture in the same manner as in Example 6 using (RS)-1-methylpropylamine as an enzyme inducer. The cells harvested from one liter of the culture were suspended in one liter of a 0.1 M Tris-hydrochloric acid buffer (pH 8.5), and 30 g of 1-(3-trifluoromethylphenyl)-2-propanone, 18 g of (R)-1-phenylethylamine, and 44 g of oleic acid were added thereto. The components were reacted at 30° C. for 40 hours with stirring. After the reactio... Starting materials: CC(C)(C)OC(=O)N1CC2CC1CN2c1nc(Cl)nc2ccccc12, O=C([O-])[O-], CC(=O)[O-], CC(=O)[O-], ClCCl, COCCOC, CC1(C)OB(c2ccnc(Cl)c2)OC1(C)C, [Na+], [Na+], [Pd+2], Cc1ccccc1P(c1ccccc1C)c1ccccc1C. Product: CC(C)(C)OC(=O)N1CC2CC1CN2c1nc(-c2ccnc(Cl)c2)nc2ccccc12. RXN SMILES: [C:1]([CH3:2])([CH3:3])([CH3:4])[O:5][C:6](=[O:7])[N:8]1[CH:9]2[CH2:10][N:11]([c:15]3[n:16][c:17]([Cl:25])[n:18][c:19]4[cH:20][cH:21][cH:22][cH:23][c:24]34)[CH:12]([CH2:13]1)[CH2:14]2.[C:64](=[O:65])([O-:66])[O-:67].[C:79]([O-:80])(=[O:81])[CH3:82].[C:84]([O-:85])(=[O:86])[CH3:87].[CH2:76]([Cl:77])[Cl:78].[CH3:70][O:71][CH2:72][CH2:73][O:74][CH3:75].[Cl:48][c:49]1[n:50][cH:51][cH:52][c:53]([B:55]2[O:56][C:57]([CH3:58])([CH3:59])[C:60]([CH3:61])([CH3:62])[O:63]2)[cH:54]1.[Na+:68].[Na+:69].[Pd+2:83].[c:26]1([CH3:27])[cH:28][cH:29][cH:30][cH:31][c:32]1[P:33]([c:34]1[cH:35][cH:36][cH:37][cH:38][c:39]1[CH3:40])[c:41]1[cH:42][cH:43][cH:44][cH:45][c:46]1[CH3:47]>>[C:1]([CH3:2])([CH3:3])([CH3:4])[O:5][C:6](=[O:7])[N:8]1[CH:9]2[CH2:10][N:11]([c:15]3[n:16][c:17](-[c:53]4[cH:52][cH:51][n:50][c:49]([Cl:48])[cH:54]4)[n:18][c:19]4[cH:20][cH:21][cH:22][cH:23][c:24]34)[CH:12]([CH2:13]1)[CH2:14]2. Starting materials: NC=1C=CC(=C(C(=O)OC)C1)C1=C(C=CC=C1OCOC)OC (methyl 5-amino-2-(2-methoxy-6-methoxymethoxyphenyl)-benzoate), CS(=O)(=O)Cl (methanesulfonyl chloride). The solvent is N1=CC=CC=C1 (pyridine). Conditions: time 16 hour. Yields the product CS(=O)(=O)NC=1C=CC(=C(C(=O)OC)C1)C1=C(C=CC=C1OCOC)OC (methyl 5-methanesulfonylamino-2-(2-methoxy-6-methoxymethoxyphenyl)-benzoate). RXN SMILES: [NH2:1][C:2]1[CH:3]=[CH:4][C:5]([C:12]2[C:17]([O:18][CH2:19][O:20][CH3:21])=[CH:16][CH:15]=[CH:14][C:13]=2[O:22][CH3:23])=[C:6]([CH:11]=1)[C:7]([O:9][CH3:10])=[O:8].[CH3:24][S:25](Cl)(=[O:27])=[O:26]>N1C=CC=CC=1>[CH3:24][S:25]([NH:1][C:2]1[CH:3]=[CH:4][C:5]([C:12]2[C:17]([O:18][CH2:19][O:20][CH3:21])=[CH:16][CH:15]=[CH:14][C:13]=2[O:22][CH3:23])=[C:6]([CH:11]=1)[C:7]([O:9][CH3:10])=[O:8])(=[O:27])=[O:26]. Procedure: A solution of Example 32B (10 g, 34.8 mmol), in pyridine (50 mL) at room temperature was treated with methanesulfonyl chloride (2.7 mL, 34.8 mmol), stirred at room temperature for 16 hours, and concentrated. The concentrate was treated with ethyl acetate (100 mL), and the resulting solution was washed with 2N HCl, dried (Na2SO4), filtered, and concentrated. The concentrate was recrystallized from ethanol to provide the desired product. MS (ESI(−)Q1MS) m/z 394 (M−H)−. Starting materials: Cc1csc(-c2nc(-c3cccc([N+](=O)[O-])c3)c(-c3ccncc3)[nH]2)c1, [Cl-], [Cl-], [Cl-], [Na+], [OH-], [Ti+3]. Product: Cc1csc(-c2nc(-c3cccc(N)c3)c(-c3ccncc3)[nH]2)c1. As a reaction SMILES: [CH3:1][c:2]1[cH:3][c:4](-[c:7]2[nH:8][c:9](-[c:21]3[cH:22][cH:23][n:24][cH:25][cH:26]3)[c:10](-[c:12]3[cH:13][c:14]([N+:18]([O-:19])=[O:20])[cH:15][cH:16][cH:17]3)[n:11]2)[s:5][cH:6]1.[Cl-:29].[Cl-:31].[Cl-:32].[Na+:28].[OH-:27].[Ti+3:30]>>[CH3:1][c:2]1[cH:3][c:4](-[c:7]2[nH:8][c:9](-[c:21]3[cH:22][cH:23][n:24][cH:25][cH:26]3)[c:10](-[c:12]3[cH:13][c:14]([NH2:18])[cH:15][cH:16][cH:17]3)[n:11]2)[s:5][cH:6]1. Starting materials: COC(=O)c1sc(-n2cnc3cc(OC(F)(F)F)ccc32)cc1OC(C)c1cccc(O)c1Cl, ClCCl, CC(C)(C)OC(=O)N1CCC(O)CC1, c1ccc(P(c2ccccc2)c2ccccc2)cc1. Yields the product COC(=O)c1sc(-n2cnc3cc(OC(F)(F)F)ccc32)cc1OC(C)c1cccc(OC2CCN(C(=O)OC(C)(C)C)CC2)c1Cl. Reaction SMILES: [Cl:1][c:2]1[c:3]([CH:9]([CH3:10])[O:11][c:12]2[c:13]([C:31](=[O:32])[O:33][CH3:34])[s:14][c:15](-[n:17]3[cH:18][n:19][c:20]4[c:21]3[cH:22][cH:23][c:24]([O:26][C:27]([F:28])([F:29])[F:30])[cH:25]4)[cH:16]2)[cH:4][cH:5][cH:6][c:7]1[OH:8].[Cl:68][CH2:69][Cl:70].[OH:35][CH:36]1[CH2:37][CH2:38][N:39]([C:42](=[O:43])[O:44][C:45]([CH3:46])([CH3:47])[CH3:48])[CH2:40][CH2:41]1.[c:49]1([P:50]([c:51]2[cH:52][cH:53][cH:54][cH:55][cH:56]2)[c:57]2[cH:58][cH:59][cH:60][cH:61][cH:62]2)[cH:63][cH:64][cH:65][cH:66][cH:67]1>>[Cl:1][c:2]1[c:3]([CH:9]([CH3:10])[O:11][c:12]2[c:13]([C:31](=[O:32])[O:33][CH3:34])[s:14][c:15](-[n:17]3[cH:18][n:19][c:20]4[c:21]3[cH:22][cH:23][c:24]([O:26][C:27]([F:28])([F:29])[F:30])[cH:25]4)[cH:16]2)[cH:4][cH:5][cH:6][c:7]1[O:8][CH:36]1[CH2:37][CH2:38][N:39]([C:42](=[O:43])[O:44][C:45]([CH3:46])([CH3:47])[CH3:48])[CH2:40][CH2:41]1. Reactants: C1=NC=CC2=CC(=CC=C12)NC(C(CNC(OC(C)(C)C)=O)C1=CSC=C1)=O (tert-butyl 3-(isoquinolin-6-ylamino)-3-oxo-2-(thiophen-3-yl)propylcarbamate), Cl (HCl). Run in C(Cl)Cl (CH2Cl2). Conditions: time 9 hour. Product: Cl.Cl.NCC(C(=O)NC=1C=C2C=CN=CC2=CC1)C1=CSC=C1 (3-amino-N-(isoquinolin-6-yl)-2-(thiophen-3-yl)propanamide dihydrochloride). As a reaction SMILES: [CH:1]1[C:10]2[C:5](=[CH:6][C:7]([NH:11][C:12](=[O:28])[CH:13]([C:23]3[CH:27]=[CH:26][S:25][CH:24]=3)[CH2:14][NH:15]C(=O)OC(C)(C)C)=[CH:8][CH:9]=2)[CH:4]=[CH:3][N:2]=1.[ClH:29]>C(Cl)Cl>[ClH:29].[ClH:29].[NH2:15][CH2:14][CH:13]([C:23]1[CH:27]=[CH:26][S:25][CH:24]=1)[C:12]([NH:11][C:7]1[CH:6]=[C:5]2[C:10](=[CH:9][CH:8]=1)[CH:1]=[N:2][CH:3]=[CH:4]2)=[O:28] |f:3.4.5|. Reported procedure: To tert-butyl 3-(isoquinolin-6-ylamino)-3-oxo-2-(thiophen-3-yl)propylcarbamate (E48) in CH2Cl2 was added HCl (4N in dioxane), and the solution was stirred for 8-10 hours. The solvents were evaporated to give pure 3-amino-N-(isoquinolin-6-yl)-2-(thiophen-3-yl)propanamide dihydrochloride (E49). Starting materials: ClCCl, O=C(O)C(F)(F)F, CC(N)C1CC(c2ccc(Cl)c(Cl)c2)c2ccccc2C1O. Yields the product CC(N)C1=Cc2ccccc2C(c2ccc(Cl)c(Cl)c2)C1. Reaction SMILES: [Cl:30][CH2:31][Cl:32].[F:23][C:24]([F:25])([F:26])[C:27]([OH:28])=[O:29].[NH2:1][CH:2]([CH3:3])[CH:4]1[CH:5]([OH:22])[c:6]2[cH:7][cH:8][cH:9][cH:10][c:11]2[CH:12]([c:14]2[cH:15][c:16]([Cl:21])[c:17]([Cl:20])[cH:18][cH:19]2)[CH2:13]1>>[NH2:1][CH:2]([CH3:3])[C:4]1=[CH:5][c:6]2[cH:7][cH:8][cH:9][cH:10][c:11]2[CH:12]([c:14]2[cH:15][c:16]([Cl:21])[c:17]([Cl:20])[cH:18][cH:19]2)[CH2:13]1.